Dataset: the Open Reaction Database (ORD), a public repository of structured organic reaction records. Task: describe an organic reaction: reactants, conditions, products, and yield Solvent: C1(=CC=CC=C1)C (toluene). Reaction SMILES: [Br:1][C:2]1[CH:7]=[CH:6][C:5]([C:8]2[O:12][N:11]=[C:10]([CH3:13])[C:9]=2[NH2:14])=[CH:4][CH:3]=1.[CH:15]([C:18]1[CH:23]=[CH:22][C:21]([CH2:24][CH:25]([CH3:28])[CH:26]=O)=[CH:20][CH:19]=1)([CH3:17])[CH3:16].C([BH3-])#N.[Na+]>C1(C)C=CC=CC=1>[Br:1][C:2]1[CH:3]=[CH:4][C:5]([C:8]2[O:12][N:11]=[C:10]([CH3:13])[C:9]=2[NH:14][CH2:26][CH:25]([CH3:28])[CH2:24][C:21]2[CH:20]=[CH:19][C:18]([CH:15]([CH3:17])[CH3:16])=[CH:23][CH:22]=2)=[CH:6][CH:7]=1 |f:2.3|. Procedure: 5-(4-Bromo-phenyl)-3-methyl-isoxazol-4-ylamine (0.300 g, 1.19 mmol) and 3-(4-isopropylphenyl)isobutyraldehyde (0.272 g, 1.43 mmol) were combined in toluene (3 mL) and stirred at 110° C. for 1 hour. After cooling to room temperature, toluene was removed under vacuum and the mixture was diluted with THF (4 mL). Sodium cyanoborohydride (0.188 g, 2.98 mmol) was added, and the reaction was stirred at room temperature for 1 hour. The mixture was adsorbed onto silica gel and purified by silica gel chro... Conditions: temperature 110 celsius, time 1 hour. Yields the product BrC1=CC=C(C=C1)C1=C(C(=NO1)C)NCC(CC1=CC=C(C=C1)C(C)C)C ([5-(4-Bromo-phenyl)-3-methyl-isoxazol-4-yl]-[3-(4-isopropyl-phenyl)-2-methyl-propyl]-amine). Starting materials: BrC1=CC=C(C=C1)C1=C(C(=NO1)C)N (5-(4-Bromo-phenyl)-3-methyl-isoxazol-4-ylamine), C(C)(C)C1=CC=C(C=C1)CC(C=O)C (3-(4-isopropylphenyl)isobutyraldehyde), C(#N)[BH3-].[Na+] (Sodium cyanoborohydride). The product is C(C)OC(=O)N1CCC(CC1)N1C(CN=C(C2=C1C=CC=C2)C2=CC=CC=C2)=O (1-(1-ethoxycarbonyl-4-piperidinyl)-1,3-dihydro-5-phenyl-2H-1,4-benzodiazepin-2-one). Reported procedure: A solution of 98 mg (0.29 mmol) of 1,3-dihydro-1-(1-methyl-4-piperidinyl)-5-phenylbenzodiazepin-2-one 3, 0.084 ml (0.29×3 mmol) of ethyl chloroformate and 54.3 mg (0.29×2.2 mmol) of sodium hydrogencarbonate in 5 ml of benzene is refluxed under heating for 7 hours. The reaction mixture is poured into ice water and extracted with methylene chloride. The organic layer is washed with water dried over anhydrous magnesium sulfate and concentrated to give 114 mg of 1-(1-ethoxycarbonyl-4-piperidinyl)-1,... As a reaction SMILES: C[N:2]1[CH2:7][CH2:6][CH:5]([N:8]2[C:14]3[CH:15]=[CH:16][CH:17]=[CH:18][C:13]=3[C:12]([C:19]3[CH:24]=[CH:23][CH:22]=[CH:21][CH:20]=3)=[N:11][CH2:10][C:9]2=[O:25])[CH2:4][CH2:3]1.Cl[C:27]([O:29][CH2:30][CH3:31])=[O:28].C(=O)([O-])O.[Na+]>C1C=CC=CC=1>[CH2:30]([O:29][C:27]([N:2]1[CH2:3][CH2:4][CH:5]([N:8]2[C:14]3[CH:15]=[CH:16][CH:17]=[CH:18][C:13]=3[C:12]([C:19]3[CH:24]=[CH:23][CH:22]=[CH:21][CH:20]=3)=[N:11][CH2:10][C:9]2=[O:25])[CH2:6][CH2:7]1)=[O:28])[CH3:31] |f:2.3|. The solvent is C1=CC=CC=C1 (benzene). Isolated yield 100.4%. Starting materials: ice water, CN1CCC(CC1)N1C(CN=C(C2=C1C=CC=C2)C2=CC=CC=C2)=O (1-(1-methyl-4-piperidinyl)-1,3-dihydro-5-phenyl-2H-1,4-benzodiazepin-2-one), ClC(=O)OCC (ethyl chloroformate), C(O)([O-])=O.[Na+] (sodium hydrogencarbonate). Reactants: COCCOC, COc1ccc(NC(=O)c2ccc(F)cc2)c(OC)c1, [Na+], O=C([O-])O, S=P12SP3(=S)SP(=S)(S1)SP(=S)(S2)S3. Yields the product COc1ccc(NC(=S)c2ccc(F)cc2)c(OC)c1. RXN SMILES: [CH3:40][O:41][CH2:42][CH2:43][O:44][CH3:45].[CH3:6][O:7][c:8]1[c:9]([NH:16][C:17]([c:18]2[cH:19][cH:20][c:21]([F:24])[cH:22][cH:23]2)=[O:25])[cH:10][cH:11][c:12]([O:14][CH3:15])[cH:13]1.[Na+:5].[O-:1][C:2]([OH:3])=[O:4].[P:26]12(=[S:27])[S:28][P:29]3(=[S:39])[S:30][P:31](=[S:37])([S:32][P:33](=[S:36])([S:34]3)[S:35]1)[S:38]2>>[CH3:6][O:7][c:8]1[c:9]([NH:16][C:17]([c:18]2[cH:19][cH:20][c:21]([F:24])[cH:22][cH:23]2)=[S:27])[cH:10][cH:11][c:12]([O:14][CH3:15])[cH:13]1. Reactants: C(C)(C)N1N=CN=C1C=1N=C2N(CCOC3=C2C=C(C=C3)S(=O)C3CCN(CC3)C(C)C)C1 (2-(1-isopropyl-1H-1,2,4-triazol-5-yl)-10-(1-isopropylpiperidin-4-ylsulfinyl)-5,6-dihydrobenzo[f]imidazo[1,2-d][1,4]oxazepine), C(=O)(C(F)(F)F)O (TFA), C1=CC(=CC(=C1)Cl)C(=O)OO (m-CPBA). Run in C(Cl)Cl (DCM), C(Cl)Cl (DCM). Conditions: time 2 hour. The product is C(C)(C)N1N=CN=C1C=1N=C2N(CCOC3=C2C=C(C=C3)S(=O)(=O)C3CCN(CC3)C(C)C)C1 (2-(1-isopropyl-1H-1,2,4-triazol-5-yl)-10-(1-isopropylpiperidin-4-ylsulfonyl)-5,6-dihydrobenzo[f]imidazo[1,2-d][1,4]oxazepine). RXN SMILES: [CH:1]([N:4]1[C:8]([C:9]2[N:10]=[C:11]3[C:17]4[CH:18]=[C:19]([S:22]([CH:24]5[CH2:29][CH2:28][N:27]([CH:30]([CH3:32])[CH3:31])[CH2:26][CH2:25]5)=[O:23])[CH:20]=[CH:21][C:16]=4[O:15][CH2:14][CH2:13][N:12]3[CH:33]=2)=[N:7][CH:6]=[N:5]1)([CH3:3])[CH3:2].C(O)(C(F)(F)F)=[O:35].C1C=C(Cl)C=C(C(OO)=O)C=1>C(Cl)Cl>[CH:1]([N:4]1[C:8]([C:9]2[N:10]=[C:11]3[C:17]4[CH:18]=[C:19]([S:22]([CH:24]5[CH2:25][CH2:26][N:27]([CH:30]([CH3:32])[CH3:31])[CH2:28][CH2:29]5)(=[O:35])=[O:23])[CH:20]=[CH:21][C:16]=4[O:15][CH2:14][CH2:13][N:12]3[CH:33]=2)=[N:7][CH:6]=[N:5]1)([CH3:3])[CH3:2]. Procedure: To a solution of 9-(1-isopropylpiperidine-4-sulfinyl)-2-(2-isopropyl-2H-[1,2,4]triazol-3-yl)-4,5-dihydro-6-oxa-1,3a-diazabenzo[e]azulene 177 (214 mg, 0.456 mmol) and TFA (105 μL, 1.32 mmol) in DCM (10 mL) at 0° C. was added a solution of m-CPBA (95 mg, 0.542 mmol) in DCM (2 mL) and the resulting mixture was stirred for 2 h at RT. Volatiles were removed under reduced pressure and the crude material was purified by column chromatography (C18, gradient 10-45% MeOH in 0.5% TFA/H2O). The product cont... Starting materials: C=Cc1cc(Cl)ccc1N(Cc1cc(Br)cnc1Cl)C(C)=O, Clc1cc(CBr)c(I)cn1, C=Cc1ccccc1N(Cc1cc(F)c(Cl)nc1Cl)C(C)=O. Yields the product C=Cc1cc(Cl)ccc1N(Cc1cc(Cl)ncc1I)C(C)=O. RXN SMILES: [Br:11][c:12]1[cH:13][c:14]([CH2:15][N:20]([C:21]([CH3:22])=[O:23])[c:24]2[c:25]([CH:31]=[CH2:32])[cH:26][c:27]([Cl:30])[cH:28][cH:29]2)[c:16]([Cl:17])[n:18][cH:19]1.[Br:1][CH2:2][c:3]1[cH:4][c:5]([Cl:10])[n:6][cH:7][c:8]1[I:9].[Cl:33][c:34]1[c:35]([CH2:36][N:37]([c:38]2[cH:39][cH:40][cH:41][cH:42][c:43]2[CH:44]=[CH2:45])[C:46](=[O:47])[CH3:48])[cH:49][c:50]([F:51])[c:52]([Cl:53])[n:54]1>>[CH2:2]([c:3]1[cH:4][c:5]([Cl:10])[n:6][cH:7][c:8]1[I:9])[N:20]([C:21]([CH3:22])=[O:23])[c:24]1[c:25]([CH:31]=[CH2:32])[cH:26][c:27]([Cl:30])[cH:28][cH:29]1. The reactants are O=C1CCC(=O)N1Br, Cc1ccc(O)cn1, c1ccncc1. The product is Cc1ccc(O)c(Br)n1. RXN SMILES: [Br:1][N:2]1[C:3](=[O:4])[CH2:5][CH2:6][C:7]1=[O:8].[CH3:9][c:10]1[cH:11][cH:12][c:13]([OH:16])[cH:14][n:15]1.[cH:17]1[cH:18][cH:19][n:20][cH:21][cH:22]1>>[Br:1][c:14]1[c:13]([OH:16])[cH:12][cH:11][c:10]([CH3:9])[n:15]1.